describe an organic reaction: reactants, conditions, products, and yield From a dataset of the Open Reaction Database (ORD), a public repository of structured organic reaction records. Starting materials: O=C([O-])[O-], COc1ccc2c(O)c(-c3ccccc3)c(C)cc2c1, [Cs+], [Cs+], O=Cc1ccc(F)cc1, CN(C)C=O. Yields the product COc1ccc2c(Oc3ccc(C=O)cc3)c(-c3ccccc3)c(C)cc2c1. RXN SMILES: [C:30](=[O:31])([O-:32])[O-:33].[CH3:1][O:2][c:3]1[cH:4][c:5]2[cH:6][c:7]([CH3:20])[c:8](-[c:14]3[cH:15][cH:16][cH:17][cH:18][cH:19]3)[c:9]([OH:13])[c:10]2[cH:11][cH:12]1.[Cs+:34].[Cs+:35].[F:21][c:22]1[cH:23][cH:24][c:25]([CH:26]=[O:27])[cH:28][cH:29]1.[O:36]=[CH:37][N:38]([CH3:39])[CH3:40]>>[CH3:1][O:2][c:3]1[cH:4][c:5]2[cH:6][c:7]([CH3:20])[c:8](-[c:14]3[cH:15][cH:16][cH:17][cH:18][cH:19]3)[c:9]([O:13][c:22]3[cH:23][cH:24][c:25]([CH:26]=[O:27])[cH:28][cH:29]3)[c:10]2[cH:11][cH:12]1. The reactants are O=C([O-])[O-], CCOC(=O)N1CCNCC1, CCO, ClCCN1CCCCC1, [K+], [K+]. Yields the product CCOC(=O)N1CCN(CCN2CCCCC2)CC1. RXN SMILES: [C:21](=[O:22])([O-:23])[O-:24].[CH2:1]([CH3:2])[O:3][C:4](=[O:5])[N:6]1[CH2:7][CH2:8][NH:9][CH2:10][CH2:11]1.[CH3:27][CH2:28][OH:29].[Cl:12][CH2:13][CH2:14][N:15]1[CH2:16][CH2:17][CH2:18][CH2:19][CH2:20]1.[K+:25].[K+:26]>>[CH2:1]([CH3:2])[O:3][C:4](=[O:5])[N:6]1[CH2:7][CH2:8][N:9]([CH2:13][CH2:14][N:15]2[CH2:16][CH2:17][CH2:18][CH2:19][CH2:20]2)[CH2:10][CH2:11]1.